Dataset: the Open Reaction Database (ORD), a public repository of structured organic reaction records. Task: describe an organic reaction: reactants, conditions, products, and yield Reactants: C1CCCC12CCN(CC2)C(=O)OC(C)(C)C (tert-butyl 8-azaspiro[4.5]decane-8-carboxylate), C1CCCC12CCN(CC2)C(=O)OC(C)(C)C (tert-butyl 8-azaspiro[4.5]decane-8-carboxylate), CN(C=O)C (dimethylformamide), CN(CCN(C)C)C (N,N,N′,N′-tetramethyl ethylendiamine), CCCCCC (hexane), [NH4+].[Cl-] (NH4Cl). Solvent: CCOCC (Et2O). Run at temperature -78 celsius, time 10 minute. The product is C(=O)C1CC2(CCCC2)CCN1C(=O)OC(C)(C)C ((±)tert-butyl 7-formyl-8-azaspiro[4.5]decane-8-carboxylate). Yield: 59.7%. As a reaction SMILES: [CH2:1]1[C:5]2([CH2:10][CH2:9][N:8]([C:11]([O:13][C:14]([CH3:17])([CH3:16])[CH3:15])=[O:12])[CH2:7][CH2:6]2)[CH2:4][CH2:3][CH2:2]1.CN(C)CCN(C)C.CCCCCC.CN(C)[CH:34]=[O:35].[NH4+].[Cl-]>CCOCC>[CH:34]([CH:7]1[N:8]([C:11]([O:13][C:14]([CH3:17])([CH3:16])[CH3:15])=[O:12])[CH2:9][CH2:10][C:5]2([CH2:1][CH2:2][CH2:3][CH2:4]2)[CH2:6]1)=[O:35] |f:4.5|. Procedure details: tert-butyl 8-azaspiro[4.5]decane-8-carboxylate (Intermediate 71, 6 g, 25.07 mmol) dissolved in 150 ml of Et2O was cooled to −78° C., then N,N,N′,N′-tetramethyl ethylendiamine (9.08 ml, 60.16 mmol) and secBuLi 1.4M in hexane (42.95 ml, 60.16 mmol) were added. After 10 minutes at −60° C., the temperature was raised to −20° C. for 60 minutes, then the reaction was cooled to −78° C. and dimethylformamide (4.47 ml, 60.16 mmol, dissolved in 5 ml of Et2O) was added. After 30 minutes a saturated aqueous...